From a dataset of the Open Reaction Database (ORD), a public repository of structured organic reaction records. describe an organic reaction: reactants, conditions, products, and yield The reactants are BrC=1C(=NC=C(C(=O)NC2=CC=C(C=C2)OC(F)(F)F)C1)NCCCO (5-bromo-6-((3-hydroxypropyl)amino)-N-(4-(trifluoromethoxy)phenyl)nicotinamide), N1=CC(=CC=C1)B(O)O (pyridin-3-ylboronic acid), C(=O)([O-])[O-].[Na+].[Na+] (Na2CO3), CCO (EtOH). Solvent: COCCOC (DME), O (water). Yields the product OCCCNC1=NC=C(C=C1C=1C=NC=CC1)C(=O)NC1=CC=C(C=C1)OC(F)(F)F (2-((3-Hydroxypropyl)amino)-N-(4-(trifluoromethoxy)phenyl)-[3,3′-bipyridine]-5-carboxamide). As a reaction SMILES: Br[C:2]1[C:3]([NH:22][CH2:23][CH2:24][CH2:25][OH:26])=[N:4][CH:5]=[C:6]([CH:21]=1)[C:7]([NH:9][C:10]1[CH:15]=[CH:14][C:13]([O:16][C:17]([F:20])([F:19])[F:18])=[CH:12][CH:11]=1)=[O:8].[N:27]1[CH:32]=[CH:31][CH:30]=[C:29](B(O)O)[CH:28]=1.C([O-])([O-])=O.[Na+].[Na+].CCO>COCCOC.O>[OH:26][CH2:25][CH2:24][CH2:23][NH:22][C:3]1[C:2]([C:29]2[CH:28]=[N:27][CH:32]=[CH:31][CH:30]=2)=[CH:21][C:6]([C:7]([NH:9][C:10]2[CH:15]=[CH:14][C:13]([O:16][C:17]([F:20])([F:19])[F:18])=[CH:12][CH:11]=2)=[O:8])=[CH:5][N:4]=1 |f:2.3.4|. Procedure: A mixture of 5-bromo-6-((3-hydroxypropyl)amino)-N-(4-(trifluoromethoxy)phenyl)nicotinamide (Stage 161.1, 72 mg, 0.15 mmol), pyridin-3-ylboronic acid (18.6 mg, 0.15 mmol) and Na2CO3 (48 mg, 0.450 mmol) in a mixture of DME (3.2 mL), EtOH (0.43 mL) and water (0.64 mL) was flushed with argon for 5 min. Pd(PPh3)2Cl2 was added (5.3 mg, 0.0075 mmol) and the mixture subjected to MW irradiation at 125° C. for 20 min. The vial was cooled to RT and the RM was evaporated to dryness under reduced pressure to... Starting materials: CCN=C=NCCCN(C)C.Cl (EDCI.HCl), C=1C=CC2=C(C1)N=NN2O (HOBt), CCN(C(C)C)C(C)C (DIPEA), FC=1C=C(C(=O)O)C=C(C1F)F (3,4,5-trifluorobenzoic acid), Cl.C1(=CC=C(C=C1)NC(CC(N1CCNCC1)=O)=O)C1=CC=CC=C1 (N-biphenyl-4-yl-3-oxo-3-piperazin-1-yl-propionamide hydrochloride). The solvent is CN(C)C=O (DMF), O (water). Conditions: temperature 10 celsius, time 8 hour. Yields the product C1(=CC=C(C=C1)NC(CC(N1CCN(CC1)C(C1=CC(=C(C(=C1)F)F)F)=O)=O)=O)C1=CC=CC=C1 (N-Biphenyl-4-yl-3-oxo-3-[4-(3,4,5-trifluoro-benzoyl)-piperazin-1-yl]-propionamide). Isolated yield 43.6%. As a reaction SMILES: C1C=CC2N(O)N=NC=2C=1.CCN(C(C)C)C(C)C.[F:20][C:21]1[CH:22]=[C:23]([CH:27]=[C:28]([F:31])[C:29]=1[F:30])[C:24]([OH:26])=O.CCN=C=NCCCN(C)C.Cl.Cl.[C:45]1([C:63]2[CH:68]=[CH:67][CH:66]=[CH:65][CH:64]=2)[CH:50]=[CH:49][C:48]([NH:51][C:52](=[O:62])[CH2:53][C:54](=[O:61])[N:55]2[CH2:60][CH2:59][NH:58][CH2:57][CH2:56]2)=[CH:47][CH:46]=1>CN(C=O)C.O>[C:45]1([C:63]2[CH:68]=[CH:67][CH:66]=[CH:65][CH:64]=2)[CH:46]=[CH:47][C:48]([NH:51][C:52](=[O:62])[CH2:53][C:54](=[O:61])[N:55]2[CH2:56][CH2:57][N:58]([C:24](=[O:26])[C:23]3[CH:27]=[C:28]([F:31])[C:29]([F:30])=[C:21]([F:20])[CH:22]=3)[CH2:59][CH2:60]2)=[CH:49][CH:50]=1 |f:3.4,5.6|. Reported procedure: HOBt (34 mg, 0.25 mmol) and DIPEA (67.9 mg, 0.51 mmol) were added to a stirred solution of 3,4,5-trifluorobenzoic acid (37 mg, 0.21 mmol) in DMF (2 mL). The reaction mixture was cooled to 10° C. and EDCI.HCl (48 mg, 0.25 mmol) followed by N-biphenyl-4-yl-3-oxo-3-piperazin-1-yl-propionamide hydrochloride (75 mg, 0.2 mmol) were added. The reaction mixture was stirred at room temperature overnight then diluted with water. The resulting precipitate was filtered and purified by column chromatography ...